From a dataset of the Open Reaction Database (ORD), a public repository of structured organic reaction records. describe an organic reaction: reactants, conditions, products, and yield The reactants are FC1=C(C(=CC(=C1)[N+](=O)[O-])F)[Si](C)(C)C ((2,6-difluoro-4-nitrophenyl)trimethylsilane). The reagents and catalysts are [C].[Pd] (palladium-carbon). The solvent is CO (MeOH). Conditions: time 5 hour. Product: FC=1C=C(N)C=C(C1[Si](C)(C)C)F (3,5-difluoro-4-(trimethylsilyl)aniline). Yield: 82.1%. Reaction SMILES: [F:1][C:2]1[CH:7]=[C:6]([N+:8]([O-])=O)[CH:5]=[C:4]([F:11])[C:3]=1[Si:12]([CH3:15])([CH3:14])[CH3:13]>CO.[C].[Pd]>[F:1][C:2]1[CH:7]=[C:6]([CH:5]=[C:4]([F:11])[C:3]=1[Si:12]([CH3:14])([CH3:13])[CH3:15])[NH2:8] |f:2.3|. Procedure: A mixture of (2,6-difluoro-4-nitrophenyl)trimethylsilane (3.5 g, 15.13 mmol) and 10% palladium-carbon (350 mg, 0.16 mmol, 50% wet) in MeOH (70 mL) was stirred at room temperature for 5 hr under hydrogen atmosphere (1 atm). The catalyst was removed by filtration, and the filtrate was concentrated under reduced pressure. The obtained residue was purified by silica gel column chromatography (solvent; ethyl acetate/hexane) to give 3,5-difluoro-4-(trimethylsilyl)aniline (2.50 g, 12.42 mmol, 82%) as a... The reactants are C=1C=CC2=C(C1)N=NN2O (HOBt), Cl.C12(CC3CC(CC(C1)C3)C2)N (adamantyl amine hydrochloride), CCN=C=NCCCN(C)C (EDCI), CCN(C(C)C)C(C)C (DIPEA), FC1(CN(S(N(C1)C1=C(C=C(C=C1Cl)Cl)Cl)(=O)=O)CC(=O)O)F (2-(4,4-difluoro-1,1-dioxido-6-(2,4,6-trichlorophenyl)-1,2,6-thiadiazinan-2-yl)acetic acid), CC(C)O (i-PrOH). Run in CS(=O)C (DMSO). Run at time 12 hour. Product: FC1(CN(S(N(C1)C1=C(C=C(C=C1Cl)Cl)Cl)(=O)=O)CC(=O)NC1C2CC3(CC(CC1C3)C2)C(=O)N)F (4-(2-(4,4-difluoro-1,1-dioxido-6-(2,4,6-trichlorophenyl)-1,2,6-thiadiazinan-2-yl)acetamido)adamantan-1-carboxamide). RXN SMILES: Cl.C12(N)CC3[CH2:7][CH:8]([CH2:10]C(C3)C1)[CH2:9]2.CC[N:15]([CH:19](C)C)C(C)C.[F:22][C:23]1([F:44])[CH2:28][N:27]([C:29]2[C:34]([Cl:35])=[CH:33][C:32]([Cl:36])=[CH:31][C:30]=2[Cl:37])[S:26](=[O:39])(=[O:38])[N:25]([CH2:40][C:41](O)=[O:42])[CH2:24]1.CCN=C=NCCCN(C)C.[CH:56]1[CH:57]=[CH:58][C:59]2[N:64](O)N=N[C:60]=2[CH:61]=1.CC([OH:69])C>CS(C)=O>[F:44][C:23]1([F:22])[CH2:28][N:27]([C:29]2[C:34]([Cl:35])=[CH:33][C:32]([Cl:36])=[CH:31][C:30]=2[Cl:37])[S:26](=[O:39])(=[O:38])[N:25]([CH2:40][C:41]([NH:64][CH:59]2[CH:58]3[CH2:57][C:56]4([C:19]([NH2:15])=[O:69])[CH2:10][CH:8]([CH2:7][CH:60]2[CH2:61]4)[CH2:9]3)=[O:42])[CH2:24]1 |f:0.1|. Procedure details: To adamantyl amine hydrochloride (16 mg, 0.07 mmol) in DMSO (500 mg), were successively added DIPEA (46 mg, 0.35 mmol), i-PrOH (5 mL), 2-(4,4-difluoro-1,1-dioxido-6-(2,4,6-trichlorophenyl)-1,2,6-thiadiazinan-2-yl)acetic acid (33 mg, 0.08 mmol), EDCI (27 mg, 0.14 mmol) and HOBt (21 mg, 0.14 mmol), and agitated for 12 hr at room temperature. After concentration at 50° C. under reduced pressure, the resultant was added with saturated NH4Cl solution (10 mL), kept to stand for 1 hr for crystallizatio... Starting materials: Cl.C(C)(=O)OCC (hydrogen chloride ethyl acetate), C(C)(C)(C)OC(=O)N1CCN(CC1)C([C@H](CC1=CC=CC=C1)NC(=O)CN1C(C(N(C=C1C1=CC=CC=C1)C(COC)=O)C(C)C)=O)=O ((2S)-1-(4-tert-butoxycarbonylpiperazin-1-yl)-2-{(3RS)-3-isopropyl-4-methoxyacetyl-2-oxo-6-phenyl-1,2,3,4-tetrahydropyrazin-1-yl}methylcarbonylamino-1-oxo-3-phenylpropane). Run in C(C)(=O)OCC (ethyl acetate). Conditions: time 1 hour. Product: Cl.C(C)(C)C1C(N(C(=CN1C(COC)=O)C1=CC=CC=C1)CC(=O)N[C@H](C(N1CCNCC1)=O)CC1=CC=CC=C1)=O ((2S)-2-{(3RS)-3-Isopropyl-2-oxo-4-methoxyacetyl-6-phenyl-1,2,3,4-tetrahydropyrazin-1-yl}methylcarbonylamino-1-oxo-1-(piperazin-1-yl)-3-phenylpropane hydrochloride). RXN SMILES: [ClH:1].C(OCC)(=O)C.C(OC([N:15]1[CH2:20][CH2:19][N:18]([C:21](=[O:55])[C@@H:22]([NH:30][C:31]([CH2:33][N:34]2[C:39]([C:40]3[CH:45]=[CH:44][CH:43]=[CH:42][CH:41]=3)=[CH:38][N:37]([C:46](=[O:50])[CH2:47][O:48][CH3:49])[CH:36]([CH:51]([CH3:53])[CH3:52])[C:35]2=[O:54])=[O:32])[CH2:23][C:24]2[CH:29]=[CH:28][CH:27]=[CH:26][CH:25]=2)[CH2:17][CH2:16]1)=O)(C)(C)C>C(OCC)(=O)C>[ClH:1].[CH:51]([CH:36]1[N:37]([C:46](=[O:50])[CH2:47][O:48][CH3:49])[CH:38]=[C:39]([C:40]2[CH:45]=[CH:44][CH:43]=[CH:42][CH:41]=2)[N:34]([CH2:33][C:31]([NH:30][C@@H:22]([CH2:23][C:24]2[CH:29]=[CH:28][CH:27]=[CH:26][CH:25]=2)[C:21](=[O:55])[N:18]2[CH2:19][CH2:20][NH:15][CH2:16][CH2:17]2)=[O:32])[C:35]1=[O:54])([CH3:53])[CH3:52] |f:0.1,4.5|. Reported procedure: A 4 N hydrogen chloride/ethyl acetate solution (0.24 ml) is added to a solution of (2S)-1-(4-tert-butoxycarbonylpiperazin-1-yl)-2-{(3RS)-3-isopropyl-4-methoxyacetyl-2-oxo-6-phenyl-1,2,3,4-tetrahydropyrazin-1-yl}methylcarbonylamino-1-oxo-3-phenylpropane (190 mg, Compound No. 1-55) in ethyl acetate (3 ml), and the mixture is stirred for one hour. The reaction mixture is concentrated under reduced pressure to give the titled compound (146 mg). The reactants are CC(C)(C)C1Nc2cccc3cccc(c23)S1(=O)=O, ClCCl, O=C(O)C(F)(F)F. The product is O=S1(=O)CNc2cccc3cccc1c23. Reaction SMILES: [C:1]([CH3:2])([CH3:3])([CH3:4])[CH:5]1[S:6](=[O:18])(=[O:19])[c:7]2[c:8]3[c:9]([cH:11][cH:12][cH:13][c:14]3[cH:15][cH:16][cH:17]2)[NH:10]1.[Cl:27][CH2:28][Cl:29].[OH:20][C:21]([C:22]([F:23])([F:24])[F:25])=[O:26]>>[CH2:5]1[S:6](=[O:18])(=[O:19])[c:7]2[c:8]3[c:9]([cH:11][cH:12][cH:13][c:14]3[cH:15][cH:16][cH:17]2)[NH:10]1. The reactants are O=C([O-])[O-], COC(=O)CCCCCN, CC#N, COc1ccc(-c2coc3ncnc(Cl)c23)cc1, Cl, [K+], [K+]. Product: COC(=O)CCCCCNc1ncnc2occ(-c3ccc(OC)cc3)c12. RXN SMILES: [C:30](=[O:31])([O-:32])[O-:33].[CH3:20][O:21][C:22]([CH2:23][CH2:24][CH2:25][CH2:26][CH2:27][NH2:28])=[O:29].[CH3:36][C:37]#[N:38].[Cl:1][c:2]1[c:3]2[c:4]([n:5][cH:6][n:7]1)[o:8][cH:9][c:10]2-[c:11]1[cH:12][cH:13][c:14]([O:17][CH3:18])[cH:15][cH:16]1.[ClH:19].[K+:34].[K+:35]>>[c:2]1([NH:28][CH2:27][CH2:26][CH2:25][CH2:24][CH2:23][C:22]([O:21][CH3:20])=[O:29])[c:3]2[c:4]([n:5][cH:6][n:7]1)[o:8][cH:9][c:10]2-[c:11]1[cH:12][cH:13][c:14]([O:17][CH3:18])[cH:15][cH:16]1.